Task: describe an organic reaction: reactants, conditions, products, and yield. Dataset: the Open Reaction Database (ORD), a public repository of structured organic reaction records Starting materials: CNC, Cc1ccccc1, O=S([O-])C(F)(F)F, N#Cc1cc(N)n(-c2cc3c(cc2Br)C(F)(F)OC3(F)F)n1, [Na+], O, Cc1ccc(S(=O)(=O)O)cc1, O=S(Cl)Cl. The product is N#Cc1nn(-c2cc3c(cc2Br)C(F)(F)OC3(F)F)c(N)c1S(=O)C(F)(F)F. RXN SMILES: [CH3:42][NH:43][CH3:44].[CH3:49][c:50]1[cH:51][cH:52][cH:53][cH:54][cH:55]1.[F:23][C:24]([S:25](=[O:26])[O-:27])([F:28])[F:29].[NH2:1][c:2]1[cH:3][c:4]([C:21]#[N:22])[n:5][n:6]1-[c:7]1[cH:8][c:9]2[c:13]([cH:14][c:15]1[Br:16])[C:12]([F:17])([F:18])[O:11][C:10]2([F:19])[F:20].[Na+:30].[OH2:56].[OH:31][S:32]([c:33]1[cH:34][cH:35][c:36]([CH3:37])[cH:38][cH:39]1)(=[O:40])=[O:41].[S:45]([Cl:46])([Cl:47])=[O:48]>>[NH2:1][c:2]1[c:3]([S:25]([C:24]([F:23])([F:28])[F:29])=[O:26])[c:4]([C:21]#[N:22])[n:5][n:6]1-[c:7]1[cH:8][c:9]2[c:13]([cH:14][c:15]1[Br:16])[C:12]([F:17])([F:18])[O:11][C:10]2([F:19])[F:20]. Reactants: COC(=O)c1cccc(NC(=O)Nc2cccc(-c3c(C(=O)c4ccccc4)cnc4c(C(F)(F)F)cccc34)c2)c1, [Li+], [OH-]. Yields the product O=C(Nc1cccc(C(=O)O)c1)Nc1cccc(-c2c(C(=O)c3ccccc3)cnc3c(C(F)(F)F)cccc23)c1. Reaction SMILES: [C:1]([c:2]1[cH:3][cH:4][cH:5][cH:6][cH:7]1)(=[O:8])[c:9]1[cH:10][n:11][c:12]2[c:13]([C:39]([F:40])([F:41])[F:42])[cH:14][cH:15][cH:16][c:17]2[c:18]1-[c:19]1[cH:20][c:21]([NH:25][C:26](=[O:27])[NH:28][c:29]2[cH:30][c:31]([C:32](=[O:33])[O:34][CH3:35])[cH:36][cH:37][cH:38]2)[cH:22][cH:23][cH:24]1.[Li+:44].[OH-:43]>>[C:1]([c:2]1[cH:3][cH:4][cH:5][cH:6][cH:7]1)(=[O:8])[c:9]1[cH:10][n:11][c:12]2[c:13]([C:39]([F:40])([F:41])[F:42])[cH:14][cH:15][cH:16][c:17]2[c:18]1-[c:19]1[cH:20][c:21]([NH:25][C:26](=[O:27])[NH:28][c:29]2[cH:30][c:31]([C:32](=[O:33])[OH:34])[cH:36][cH:37][cH:38]2)[cH:22][cH:23][cH:24]1.